The task is: describe an organic reaction: reactants, conditions, products, and yield. This data is from the Open Reaction Database (ORD), a public repository of structured organic reaction records. Reactants: C(=O)([O-])[O-].[K+].[K+] (K2CO3), C(C)(=O)OC1=C2C=CN(C2=CC(=C1)C(=O)OCC)C1CC1 (ethyl 4-acetoxy-1-cyclopropyl-1H-indole-6-carboxylate). Run in CCO (EtOH). Conditions: time 4 hour. Product: C1(CC1)N1C=CC2=C(C=C(C=C12)C(=O)OCC)O (Ethyl 1-cyclopropyl-4-hydroxy-1H-indole-6-carboxylate). As a reaction SMILES: C([O-])([O-])=O.[K+].[K+].C([O:10][C:11]1[CH:19]=[C:18]([C:20]([O:22][CH2:23][CH3:24])=[O:21])[CH:17]=[C:16]2[C:12]=1[CH:13]=[CH:14][N:15]2[CH:25]1[CH2:27][CH2:26]1)(=O)C>CCO>[CH:25]1([N:15]2[C:16]3[C:12](=[C:11]([OH:10])[CH:19]=[C:18]([C:20]([O:22][CH2:23][CH3:24])=[O:21])[CH:17]=3)[CH:13]=[CH:14]2)[CH2:26][CH2:27]1 |f:0.1.2|. Procedure details: K2CO3 (69.6 g) was added to a solution of ethyl 4-acetoxy-1-cyclopropyl-1H-indole-6-carboxylate (72.3 g) in EtOH (360 ml) placed in a 2 L flask and the mixture was stirred at room temperature for 4 h. EtOH was evaporated and the redisue was diluted with EtOAc. The mixture was washed with water and brine, dried over Na2SO4. After filteration and concentration, the residue was triturated with toluene and hexane to give intended compound as a pale tan solid.